Dataset: the Open Reaction Database (ORD), a public repository of structured organic reaction records. Task: describe an organic reaction: reactants, conditions, products, and yield The reactants are C1(=CC=CC=C1)C (toluene), solution, C([O-])([O-])=O.[Na+].[Na+] (sodium carbonate), BrC=1C=CC=2N(C1)C=C(N2)C2=CC1=CC=CC=C1C=C2 (6-bromo-2-(naphthalen-2-yl)imidazo[1,2-a]pyridine), OCC=1C=C(C=CC1)B(O)O (3-(hydroxymethyl)phenylboronic acid). The reagents and catalysts are C=1C=CC(=CC1)[P](C=2C=CC=CC2)(C=3C=CC=CC3)[Pd]([P](C=4C=CC=CC4)(C=5C=CC=CC5)C=6C=CC=CC6)([P](C=7C=CC=CC7)(C=8C=CC=CC8)C=9C=CC=CC9)[P](C=1C=CC=CC1)(C=1C=CC=CC1)C=1C=CC=CC1 (tetrakis(triphenylphosphine)palladium). The solvent is C(C)#N (acetonitrile), ClCCl (dichloromethane). Yields the product C1=C(C=CC2=CC=CC=C12)C=1N=C2N(C=C(C=C2)C=2C=C(C=CC2)CO)C1 ([3-(2-(Naphthalen-2-yl)imidazo[1,2-a]pyridin-6-yl)phenyl]methanol). Isolated yield 406.0%. Reaction SMILES: Br[C:2]1[CH:3]=[CH:4][C:5]2[N:6]([CH:8]=[C:9]([C:11]3[CH:20]=[CH:19][C:18]4[C:13](=[CH:14][CH:15]=[CH:16][CH:17]=4)[CH:12]=3)[N:10]=2)[CH:7]=1.[OH:21][CH2:22][C:23]1[CH:24]=[C:25](B(O)O)[CH:26]=[CH:27][CH:28]=1.C1(C)C=CC=CC=1.C(=O)([O-])[O-].[Na+].[Na+]>C1C=CC([P]([Pd]([P](C2C=CC=CC=2)(C2C=CC=CC=2)C2C=CC=CC=2)([P](C2C=CC=CC=2)(C2C=CC=CC=2)C2C=CC=CC=2)[P](C2C=CC=CC=2)(C2C=CC=CC=2)C2C=CC=CC=2)(C2C=CC=CC=2)C2C=CC=CC=2)=CC=1.ClCCl.C(#N)C>[CH:12]1[C:13]2[C:18](=[CH:17][CH:16]=[CH:15][CH:14]=2)[CH:19]=[CH:20][C:11]=1[C:9]1[N:10]=[C:5]2[CH:4]=[CH:3][C:2]([C:27]3[CH:28]=[C:23]([CH2:22][OH:21])[CH:24]=[CH:25][CH:26]=3)=[CH:7][N:6]2[CH:8]=1 |f:3.4.5,^1:48,50,69,88|. Reported procedure: Under a stream of nitrogen, 500 mg of 6-bromo-2-(naphthalen-2-yl)imidazo[1,2-a]pyridine, 235 mg of 3-(hydroxymethyl)phenylboronic acid and 90 mg of tetrakis(triphenylphosphine)palladium are placed in a microwave tube containing 5 ml of toluene degassed beforehand under a stream of nitrogen, 5 ml of acetonitrile and 6 ml of a 0.5M solution of sodium carbonate. The tube is placed in a microwave apparatus and irradiated at 150° C. for 15 min. The organic phase is separated and dried and the filtrat... The reactants are Cc1c(C)c2c3c(cc(C)c2[nH]c1=O)CC(CBr)O3, CN(C)C=O, [N-]=[N+]=[N-], [Na+]. Yields the product Cc1c(C)c2c3c(cc(C)c2[nH]c1=O)CC(CN=[N+]=[N-])O3. Reaction SMILES: [Br:1][CH2:2][CH:3]1[CH2:4][c:5]2[c:6]([c:7]3[c:8]([CH3:18])[c:9]([CH3:17])[c:10](=[O:16])[nH:11][c:12]3[c:13]([CH3:15])[cH:14]2)[O:19]1.[CH3:24][N:25]([CH3:26])[CH:27]=[O:28].[N-:21]=[N+:22]=[N-:23].[Na+:20]>>[CH2:2]([CH:3]1[CH2:4][c:5]2[c:6]([c:7]3[c:8]([CH3:18])[c:9]([CH3:17])[c:10](=[O:16])[nH:11][c:12]3[c:13]([CH3:15])[cH:14]2)[O:19]1)[N:21]=[N+:22]=[N-:23]. Starting materials: CCOC1CCNCC1, CCN(C(C)C)C(C)C, O=C(O)c1cc(Cc2n[nH]c(=O)c3cccc(Cl)c23)ccc1F, CN(C)C=O. Yields the product CCOC1CCN(C(=O)c2cc(Cc3n[nH]c(=O)c4cccc(Cl)c34)ccc2F)CC1. As a reaction SMILES: [CH2:24]([CH3:25])[O:26][CH:27]1[CH2:28][CH2:29][NH:30][CH2:31][CH2:32]1.[CH:33]([N:34]([CH2:35][CH3:36])[CH:37]([CH3:38])[CH3:39])([CH3:40])[CH3:41].[Cl:1][c:2]1[cH:3][cH:4][cH:5][c:6]2[c:7](=[O:23])[nH:8][n:9][c:10]([CH2:12][c:13]3[cH:14][cH:15][c:16]([F:22])[c:17]([C:18](=[O:19])[OH:20])[cH:21]3)[c:11]12.[O:42]=[CH:43][N:44]([CH3:45])[CH3:46]>>[Cl:1][c:2]1[cH:3][cH:4][cH:5][c:6]2[c:7](=[O:23])[nH:8][n:9][c:10]([CH2:12][c:13]3[cH:14][cH:15][c:16]([F:22])[c:17]([C:18](=[O:20])[N:30]4[CH2:29][CH2:28][CH:27]([O:26][CH2:24][CH3:25])[CH2:32][CH2:31]4)[cH:21]3)[c:11]12. Reactants: ClC1=CC=C(C(=C1C(=O)OC)C)F (methyl 6-chloro-3-fluoro-2-methylbenzoate), [OH-].[Na+] (NaOH), Cl (HCl). The solvent is O1CCOCC1 (1,4-dioxane), O (H2O). Yields the product ClC1=CC=C(C(=C1C(=O)O)C)F (6-chloro-3-fluoro-2-methylbenzoic acid). Reaction SMILES: [Cl:1][C:2]1[C:7]([C:8]([O:10]C)=[O:9])=[C:6]([CH3:12])[C:5]([F:13])=[CH:4][CH:3]=1.[OH-].[Na+].Cl>O1CCOCC1.O>[Cl:1][C:2]1[C:7]([C:8]([OH:10])=[O:9])=[C:6]([CH3:12])[C:5]([F:13])=[CH:4][CH:3]=1 |f:1.2|. Procedure details: Methyl 6-chloro-3-fluoro-2-methylbenzoate 65 (14 g, 69 mmol, 1 eq) and NaOH (13.8 g, 345 mmol, 5 eq) were dissolved in a mixture of 1,4-dioxane (10 mL) and H2O (130 mL), and the resulting mixture was stirred at reflux overnight. The reaction mixture was cooled to RT and neutralized with conc. HCl to adjust the pH value to 1. The mixture was extracted with DCM (3×60 mL). The combined organic layers were washed with brine, dried over Na2SO4 and filtered. The filtrate was concentrated in vacuo to a... Reactants: C1CCNC1, CN(C)c1ccccc1-c1ccccc1P(C1CCCCC1)C1CCCCC1, CNc1nccc(-c2cc(Cl)cnc2Oc2cc(C(=O)Nc3cccc(C(C)C)c3)ccc2C)n1, O=C(C=Cc1ccccc1)C=Cc1ccccc1, O=C(C=Cc1ccccc1)C=Cc1ccccc1, O=C(C=Cc1ccccc1)C=Cc1ccccc1, [Pd], [Pd]. The product is CNc1nccc(-c2cc(N3CCCC3)cnc2Oc2cc(C(=O)Nc3cccc(C(C)C)c3)ccc2C)n1. Reaction SMILES: [CH2:36]1[CH2:37][CH2:38][NH:39][CH2:40]1.[CH:41]1([P:42]([CH:43]2[CH2:44][CH2:45][CH2:46][CH2:47][CH2:48]2)[c:49]2[cH:50][cH:51][cH:52][cH:53][c:54]2-[c:55]2[cH:56][cH:57][cH:58][cH:59][c:60]2[N:61]([CH3:62])[CH3:63])[CH2:64][CH2:65][CH2:66][CH2:67][CH2:68]1.[Cl:1][c:2]1[cH:3][c:4](-[c:28]2[n:29][c:30]([NH:34][CH3:35])[n:31][cH:32][cH:33]2)[c:5]([O:8][c:9]2[cH:10][c:11]([C:12](=[O:13])[NH:14][c:15]3[cH:16][c:17]([CH:21]([CH3:22])[CH3:23])[cH:18][cH:19][cH:20]3)[cH:24][cH:25][c:26]2[CH3:27])[n:6][cH:7]1.[O:107]=[C:108]([CH:109]=[CH:110][c:111]1[cH:112][cH:113][cH:114][cH:115][cH:116]1)[CH:117]=[CH:118][c:119]1[cH:120][cH:121][cH:122][cH:123][cH:124]1.[O:71]=[C:72]([CH:73]=[CH:74][c:75]1[cH:76][cH:77][cH:78][cH:79][cH:80]1)[CH:81]=[CH:82][c:83]1[cH:84][cH:85][cH:86][cH:87][cH:88]1.[O:89]=[C:90]([CH:91]=[CH:92][c:93]1[cH:94][cH:95][cH:96][cH:97][cH:98]1)[CH:99]=[CH:100][c:101]1[cH:102][cH:103][cH:104][cH:105][cH:106]1.[Pd:69].[Pd:70]>>[c:2]1([N:39]2[CH2:38][CH2:37][CH2:36][CH2:40]2)[cH:3][c:4](-[c:28]2[n:29][c:30]([NH:34][CH3:35])[n:31][cH:32][cH:33]2)[c:5]([O:8][c:9]2[cH:10][c:11]([C:12](=[O:13])[NH:14][c:15]3[cH:16][c:17]([CH:21]([CH3:22])[CH3:23])[cH:18][cH:19][cH:20]3)[cH:24][cH:25][c:26]2[CH3:27])[n:6][cH:7]1. The reactants are CC(C)(C)OC(=O)N1CCc2sc(C(=O)O)cc2C1, CNC, C1CCOC1, C1CCOC1. Yields the product CN(C)C(=O)c1cc2c(s1)CCN(C(=O)OC(C)(C)C)C2. RXN SMILES: [C:1]([CH3:2])([CH3:3])([CH3:4])[O:5][C:6](=[O:7])[N:8]1[CH2:9][c:10]2[c:11]([s:14][c:15]([C:17](=[O:18])[OH:19])[cH:16]2)[CH2:12][CH2:13]1.[CH3:25][NH:26][CH3:27].[O:20]1[CH2:21][CH2:22][CH2:23][CH2:24]1.[O:28]1[CH2:29][CH2:30][CH2:31][CH2:32]1>>[C:1]([CH3:2])([CH3:3])([CH3:4])[O:5][C:6](=[O:7])[N:8]1[CH2:9][c:10]2[c:11]([s:14][c:15]([C:17](=[O:19])[N:26]([CH3:25])[CH3:27])[cH:16]2)[CH2:12][CH2:13]1.